From a dataset of the Open Reaction Database (ORD), a public repository of structured organic reaction records. describe an organic reaction: reactants, conditions, products, and yield Reactants: C(C)OC1=CC(=C(C=O)C=C1)[N+](=O)[O-] (4-ethoxy-2-nitrobenzaldehyde), NC1=C(C=C(OC[C@H](C)NC(OC(C)(C)C)=O)C=C1)F (tert-butyl [(1S)-2-(4-amino-3-fluorophenoxy)-1-methylethyl]carbamate), S(=O)(=O)([O-])[O-].[Mg+2] (magnesium sulfate). Run in C(C)O (ethanol). Product: C(C)OC=1C=CC2=CN(N=C2C1)C1=C(C=C(OC[C@H](C)NC(OC(C)(C)C)=O)C=C1)F (tert-butyl {(1S)-2-[4-(6-ethoxy-2H-indazol-2-yl)-3-fluorophenoxy]-1-methylethyl}carbamate). Isolated yield 57.1%. Reaction SMILES: [CH2:1]([O:3][C:4]1[CH:11]=[CH:10][C:7]([CH:8]=O)=[C:6]([N+:12]([O-])=O)[CH:5]=1)[CH3:2].[NH2:15][C:16]1[CH:33]=[CH:32][C:19]([O:20][CH2:21][C@@H:22]([NH:24][C:25](=[O:31])[O:26][C:27]([CH3:30])([CH3:29])[CH3:28])[CH3:23])=[CH:18][C:17]=1[F:34].S([O-])([O-])(=O)=O.[Mg+2]>C(O)C>[CH2:1]([O:3][C:4]1[CH:11]=[CH:10][C:7]2[C:6]([CH:5]=1)=[N:12][N:15]([C:16]1[CH:33]=[CH:32][C:19]([O:20][CH2:21][C@@H:22]([NH:24][C:25](=[O:31])[O:26][C:27]([CH3:30])([CH3:28])[CH3:29])[CH3:23])=[CH:18][C:17]=1[F:34])[CH:8]=2)[CH3:2] |f:2.3|. Procedure: A mixture of 4-ethoxy-2-nitrobenzaldehyde (5.20 g), tert-butyl [(1S)-2-(4-amino-3-fluorophenoxy)-1-methylethyl]carbamate (7.58 g), magnesium sulfate (3.21 g) and ethanol (60 mL) was stirred under reflux overnight. The reaction mixture was concentrated under reduced pressure, triethyl phosphite (13.7 ml) was added to the residue, and the mixture was stirred at 130° C. for 3 hr. The reaction mixture was purified by silica gel column chromatography (hexane/ethyl acetate) to give the title compound ... Starting materials: FC1=CC=C(C=C1)N1C(=C(C=C1C1=CC=C(C=C1)S(=O)(=O)C)CC(=O)O)C (2-[1-(4-Fluorophenyl)-2-methyl-5-(4-methylsulphonylphenyl)-1H-pyrrol-3-yl]acetic Acid), N[C@H](C(=O)O)CO ((S)-2-amino-3-hydroxypropionic acid). The product is OC[C@@H](C(=O)O)NC(CC1=C(N(C(=C1)C1=CC=C(C=C1)S(=O)(=O)C)C1=CC=C(C=C1)F)C)=O ((S)-3-(Hydroxy)-2-[[1-(4-fluorophenyl)-2-methyl-5-(4-methylsulphonylphenyl)-1H-pyrrol-3-yl]acetamido]propanoic Acid). Isolated yield 90.0%. Reaction SMILES: [F:1][C:2]1[CH:7]=[CH:6][C:5]([N:8]2[C:12]([C:13]3[CH:18]=[CH:17][C:16]([S:19]([CH3:22])(=[O:21])=[O:20])=[CH:15][CH:14]=3)=[CH:11][C:10]([CH2:23][C:24](O)=[O:25])=[C:9]2[CH3:27])=[CH:4][CH:3]=1.[NH2:28][C@@H:29]([CH2:33][OH:34])[C:30]([OH:32])=[O:31]>>[OH:34][CH2:33][C@H:29]([NH:28][C:24](=[O:25])[CH2:23][C:10]1[CH:11]=[C:12]([C:13]2[CH:18]=[CH:17][C:16]([S:19]([CH3:22])(=[O:21])=[O:20])=[CH:15][CH:14]=2)[N:8]([C:5]2[CH:4]=[CH:3][C:2]([F:1])=[CH:7][CH:6]=2)[C:9]=1[CH3:27])[C:30]([OH:32])=[O:31]. Procedure details: Obtained from 6g and (S)-2-amino-3-hydroxypropionic acid similarly to example 28-II, yield 90%, m.p. 120° C. 1H NMR (400 MHz, CDCl3) δ: 7.70 (d, 2H), 7.31 (m, 4H), 7.22 (m, 2H), 6.73 (s broad, 1H), 6.50 (s, 1H), 4.70 (m, 1H), 4.20 (m, 2H), 3.54 (s, 2H), 3.01 (s, 3H), 2.07 (s, 3H).